Dataset: the Open Reaction Database (ORD), a public repository of structured organic reaction records. Task: describe an organic reaction: reactants, conditions, products, and yield Reactants: O1C(NC[C@@]12CN1CCC2CC1)=O ((S)-spiro[1-azabicyclo[2.2.2]octan-3,5′-oxazolidin]-2′-one), BrC=1OC=CC1 (2-bromofuran). Yields the product O1C(=CC=C1)N1C(O[C@@]2(C1)CN1CCC2CC1)=O ((R)-3′-(Furan-2-yl)spiro[1-azabicyclo[2.2.2]octan-3,5′-oxazolidin]-2′-one). Reaction SMILES: [O:1]1[C@@:5]2([CH:10]3[CH2:11][CH2:12][N:7]([CH2:8][CH2:9]3)[CH2:6]2)[CH2:4][NH:3][C:2]1=[O:13].Br[C:15]1[O:16][CH:17]=[CH:18][CH:19]=1>>[O:16]1[CH:17]=[CH:18][CH:19]=[C:15]1[N:3]1[CH2:4][C@:5]2([CH:10]3[CH2:11][CH2:12][N:7]([CH2:8][CH2:9]3)[CH2:6]2)[O:1][C:2]1=[O:13]. Reported procedure: The title compound was prepared by a method analogous to that described in Preparation 3 from (S)-spiro[1-azabicyclo[2.2.2]octan-3,5′-oxazolidin]-2′-one and 2-bromofuran. The title compound (1.49 g) was obtained as a pale-yellow solid, m/z 249 (MH+). Reactants: Cc1cc(F)ccc1F, [K+], O=[N+]([O-])[O-], O=S(=O)(O)O. Product: Cc1cc(F)cc([N+](=O)[O-])c1F. Reaction SMILES: [F:1][c:2]1[c:3]([CH3:9])[cH:4][c:5]([F:8])[cH:6][cH:7]1.[K+:14].[N+:10](=[O:11])([O-:12])[O-:13].[S:15](=[O:16])(=[O:17])([OH:18])[OH:19]>>[F:1][c:2]1[c:3]([CH3:9])[cH:4][c:5]([F:8])[cH:6][c:7]1[N+:10](=[O:11])[O-:12]. Reactants: COC(=O)CN1C(=O)C(NC(=O)OC(C)(C)C)CNc2ccccc21, ClCCl, Cl. The product is COC(=O)CN1C(=O)C(N)CNc2ccccc21, Cl. As a reaction SMILES: [CH3:2][O:3][C:4]([CH2:5][N:6]1[C:7](=[O:25])[CH:8]([NH:17][C:18]([O:19][C:20]([CH3:21])([CH3:22])[CH3:23])=[O:24])[CH2:9][NH:10][c:11]2[c:12]1[cH:13][cH:14][cH:15][cH:16]2)=[O:26].[Cl:27][CH2:28][Cl:29].[ClH:1]>>[CH3:2][O:3][C:4]([CH2:5][N:6]1[C:7](=[O:25])[CH:8]([NH2:17])[CH2:9][NH:10][c:11]2[c:12]1[cH:13][cH:14][cH:15][cH:16]2)=[O:26].[ClH:1]. Reaction conditions: temperature 105 celsius. Isolated yield 17.8%. The product is CC(=O)NC1=C(C=CC(=C1)NC2=NC3=C(C=NN3C(=C2)NC4CC4)C#N)N5CC[C@H](C5)N. Reagents/catalysts: C(=O)([O-])[O-].[Cs+].[Cs+], CC(C)C1=CC(=C(C(=C1)C(C)C)C2=CC=CC=C2P(C(C)(C)C)C(C)(C)C)C(C)C, C1=CC=C(C=C1)/C=C/C(=O)/C=C/C2=CC=CC=C2.C1=CC=C(C=C1)/C=C/C(=O)/C=C/C2=CC=CC=C2.C1=CC=C(C=C1)/C=C/C(=O)/C=C/C2=CC=CC=C2.[Pd].[Pd]. Starting materials: CC(=O)NC1=C(C=CC(=C1)N)N2CC[C@H](C2)NC(=O)OC(C)(C)C, C1CC1NC2=CC(=NC3=C(C=NN23)C#N)Cl. Run in CN1CCCC1=O. Reported procedure: 5-chloro-7-(cyclopropylamino)pyrazolo[1,5-a]pyrimidine-3-carbonitrile (300 mg, 1.28 mmol), (R)-tert-butyl 1-(2-acetamido-4-aminophenyl)pyrrolidin-3-ylcarbamate (429 mg, 1.28 mmol), CESIUM CARBONATE (837 mg, 2.57 mmol) and di-tert- butyl(2',4',6'-triisopropylbiphenyl-2-yl)phosphine (54.5 mg, 0.13 mmol) were added into NMP (6 mL) in a 50mL round bottle. Pd2dba3 (58.8 mg, 0.06 mmol) was added to the solution. The solution was purged by nitrogen, then heated at 105°C overnight. Crude product was sep... Reactants: CCOC(=O)c1cc(CCc2ccc(OC)cc2)[nH]n1, CO, [Na+], [OH-]. The product is COc1ccc(CCc2cc(C(=O)O)n[nH]2)cc1. As a reaction SMILES: [CH2:3]([CH3:4])[O:5][C:6](=[O:7])[c:8]1[n:9][nH:10][c:11]([CH2:13][CH2:14][c:15]2[cH:16][cH:17][c:18]([O:21][CH3:22])[cH:19][cH:20]2)[cH:12]1.[CH3:23][OH:24].[Na+:2].[OH-:1]>>[O:5]=[C:6]([OH:7])[c:8]1[n:9][nH:10][c:11]([CH2:13][CH2:14][c:15]2[cH:16][cH:17][c:18]([O:21][CH3:22])[cH:19][cH:20]2)[cH:12]1. The reactants are C(C)(C)(C)OC(CP(=O)(OC)C(CC(C)C)NC(=O)OCC1=CC=CC=C1)=O ([1-(Benzyloxycarbonyl)amino-3-methybutyl(methoxy)phosphinyl]acetic acid tert-butyl ester). The solvent is CO (MeOH). The product is C(C)(C)(C)OC(CP(=O)(OC)C(CC(C)C)N)=O ([1-Amino-3-methybutyl(methoxy)phosphinyl]acetic acid tert-Butyl ester). RXN SMILES: [C:1]([O:5][C:6](=[O:28])[CH2:7][P:8]([CH:12]([NH:17]C(OCC1C=CC=CC=1)=O)[CH2:13][CH:14]([CH3:16])[CH3:15])([O:10][CH3:11])=[O:9])([CH3:4])([CH3:3])[CH3:2]>CO>[C:1]([O:5][C:6](=[O:28])[CH2:7][P:8]([CH:12]([NH2:17])[CH2:13][CH:14]([CH3:15])[CH3:16])([O:10][CH3:11])=[O:9])([CH3:3])([CH3:2])[CH3:4]. Yield: 100.0%. Reported procedure: [1-(Benzyloxycarbonyl)amino-3-methybutyl(methoxy)phosphinyl]acetic acid tert-butyl ester, prepared by the literature procedure: Bartlett, P. A.; Kezer, W. B.; J. Am. Chem. Soc. , 106, 4282 (1984), (357 mg, 0.86 mmol) was dissolved in MeOH (11 mL) and hydrogenolyzed under H2 using 10% Pd/C (84 mg) for approximately one hour. The catalyst was removed by filtration and the solvent removed under reduced pressure to give the title product as an oil (230 mg, 100%). The 300 MHz 1H NMR spectrum was foun...